describe an organic reaction: reactants, conditions, products, and yield From a dataset of the Open Reaction Database (ORD), a public repository of structured organic reaction records. Reactants: COC(=O)C(C)Oc1cccc2ncnc(Nc3ccc4c(cnn4Cc4cccc(F)c4)c3)c12, NCCO. Yields the product CC(Oc1cccc2ncnc(Nc3ccc4c(cnn4Cc4cccc(F)c4)c3)c12)C(=O)NCCO. As a reaction SMILES: [F:1][c:2]1[cH:3][c:4]([CH2:5][n:6]2[n:7][cH:8][c:9]3[cH:10][c:11]([NH:15][c:16]4[n:17][cH:18][n:19][c:20]5[cH:21][cH:22][cH:23][c:24]([O:26][CH:27]([C:28](=[O:29])[O:30][CH3:31])[CH3:32])[c:25]45)[cH:12][cH:13][c:14]23)[cH:33][cH:34][cH:35]1.[NH2:36][CH2:37][CH2:38][OH:39]>>[F:1][c:2]1[cH:3][c:4]([CH2:5][n:6]2[n:7][cH:8][c:9]3[cH:10][c:11]([NH:15][c:16]4[n:17][cH:18][n:19][c:20]5[cH:21][cH:22][cH:23][c:24]([O:26][CH:27]([C:28](=[O:29])[NH:36][CH2:37][CH2:38][OH:39])[CH3:32])[c:25]45)[cH:12][cH:13][c:14]23)[cH:33][cH:34][cH:35]1. Starting materials: BrCC(CC)=O (1-bromo-2-butanone), resultant suspension, O (water), C([O-])([O-])=O.[Cs+].[Cs+] (Cesium carbonate), ClC=1C=C(C=C(C1)Cl)O (3,5-dichlorophenol). The solvent is CC(=O)C (acetone), CC(=O)C (acetone). Yields the product ClC=1C=C(OCC(CC)=O)C=C(C1)Cl (1-(3,5-Dichlorophenoxy)-2-butanone). Isolated yield 93.0%. As a reaction SMILES: C(=O)([O-])[O-].[Cs+].[Cs+].[Cl:7][C:8]1[CH:9]=[C:10]([OH:15])[CH:11]=[C:12]([Cl:14])[CH:13]=1.Br[CH2:17][C:18](=[O:21])[CH2:19][CH3:20].O>CC(C)=O>[Cl:7][C:8]1[CH:9]=[C:10]([CH:11]=[C:12]([Cl:14])[CH:13]=1)[O:15][CH2:17][C:18](=[O:21])[CH2:19][CH3:20] |f:0.1.2|. Procedure details: Cesium carbonate (108 g, 0.33 mol) was added in one portion to a stirred solution of 3,5-dichlorophenol (49 g, 0.30 mol) in acetone (900 ml) at room temperature under nitrogen. To this suspension a solution of 1-bromo-2-butanone (30.6 ml, 0.30 mol) in acetone (300 ml) was added dropwise and the resultant suspension was heated under reflux for 2 hours. The suspension was cooled to room temperature, water (200 ml) was added and the acetone was removed under reduced pressure. The mixture was extrac... Reactants: O1CCCC=C1 (dihydropyran), ICCO (2-iodoethanol), C1(=CC=C(C=C1)S(=O)(=O)O)C (p-toluenesulfonic acid). The solvent is CCOCC (Et2O). Reaction conditions: time 1 hour. Product: ICCOC1OCCCC1 (2-(2-Iodoethoxy)tetrahydro-2-H-pyran). RXN SMILES: [O:1]1[CH:6]=[CH:5][CH2:4][CH2:3][CH2:2]1.[I:7][CH2:8][CH2:9][OH:10].C1(C)C=CC(S(O)(=O)=O)=CC=1>CCOCC>[I:7][CH2:8][CH2:9][O:10][CH:6]1[CH2:5][CH2:4][CH2:3][CH2:2][O:1]1. Procedure: Freshly distilled dihydropyran (Aldrich, 59.0 g, 0.7 mol) was added dropwise to a cooled solution of 2-iodoethanol (Aldrich, 98 g, 0.57 mol) in Et2O (1L) containing 0.1 g of p-toluenesulfonic acid (Eastman). The solution was then stirred for 1 h at 5°. Solid K2CO3Mallinckrodt, 5 g) was then added to the reaction mixture and the resulting suspension stirred an additional 1 h at RT. The reaction was then filtered and the remaining solid washed with Et2O (1 L). The organic solutions were combined a... The reactants are OC=1C=C2C=CC(=CC2=CC1)C=1OC2=C(C1C(CCCC)=O)C=CC=C2 (1-[2-(6-hydroxy-2-naphthyl)-1-benzofuran-3-yl]-1-pentanone), [H-].[Na+] (sodium hydride), BrCC#N (bromoacetonitrile). Run in CN(C)C=O (DMF). Yields the product C(CCCC)(=O)C1=C(OC2=C1C=CC=C2)C=2C=C1C=CC(=CC1=CC2)OCC#N (2-{[6-(3-Pentanoyl-1-benzofuran-2-yl)-2-naphthyl]oxy}acetonitrile), oil. Reaction SMILES: [OH:1][C:2]1[CH:3]=[C:4]2[C:9](=[CH:10][CH:11]=1)[CH:8]=[C:7]([C:12]1[O:13][C:14]3[CH:26]=[CH:25][CH:24]=[CH:23][C:15]=3[C:16]=1[C:17](=[O:22])[CH2:18][CH2:19][CH2:20][CH3:21])[CH:6]=[CH:5]2.[H-].[Na+].Br[CH2:30][C:31]#[N:32]>CN(C=O)C>[C:17]([C:16]1[C:15]2[CH:23]=[CH:24][CH:25]=[CH:26][C:14]=2[O:13][C:12]=1[C:7]1[CH:8]=[C:9]2[C:4](=[CH:5][CH:6]=1)[CH:3]=[C:2]([O:1][CH2:30][C:31]#[N:32])[CH:11]=[CH:10]2)(=[O:22])[CH2:18][CH2:19][CH2:20][CH3:21] |f:1.2|. Procedure: Following the procedure described in Method A, Step 5 of Example 1, the title compound was prepared from 1-[2-(6-hydroxy-2-naphthyl)-1-benzofuran-3-yl]-1-pentanone (0.600 g, 1.74 mmol), sodium hydride (0.106 g, 2.65 mmol of a 60% dispersion on mineral oil) and bromoacetonitrile (0.18 mL, 2.6 mmol) in DMF (10 mL). Purification by flash chromatography using 60-80% chloroform in hexane as an eluant afforded a thick yellow oil (0.359 g). 1HNMR (200 MHz, DMSO-d6): δ8.45 (s, 1H), 8.0-8.2 (m, 3H), 7.85... Starting materials: C1=CC(=CC=C1[C@H]([C@@H](CO)NC(=O)C(Cl)Cl)O)[N+](=O)[O-] (chloramphenicol), C1=CC(=CC=C1[C@H]([C@@H](CO)NC(=O)C(Cl)Cl)O)[N+](=O)[O-] (chloramphenicol), CC(C)S[C@H]1[C@@H]([C@H]([C@H]([C@H](O1)CO)O)O)O (IPTG). Reaction conditions: time 12 hour. Yields the product N[C@@H](CC1=CC=CC=C1)C(=O)O (L-phenylalanine). Reaction SMILES: [CH:1]1[C:6]([C@@H:7](O)[C@H:8]([NH:11]C(C(Cl)Cl)=O)[CH2:9][OH:10])=[CH:5][CH:4]=[C:3]([N+]([O-])=O)[CH:2]=1.CC(S[C@@H]1[O:30][C@H](CO)[C@H](O)[C@H](O)[C@H]1O)C>>[NH2:11][C@H:8]([C:9]([OH:10])=[O:30])[CH2:7][C:6]1[CH:1]=[CH:2][CH:3]=[CH:4][CH:5]=1. Reported procedure: Both PAL and TAL activities were also investigated according to whole cell assays. Seed cultures consisting of 5 ml of LB broth containing 34 mg/L chloramphenicol were prepared of E. coli BL21(DE3) strains that were individually transformed with each of pSpalAv, pSpalNp, pSencPSm, pSpal1At, and pSpal2At. These cultures were grown for 12 hours at 30° C. while agitating at 250 rpm. 1 mL of each culture was then used to inoculate 3×250 mL cultures flasks containing 50 mL of LB supplemented with 34 ... Starting materials: [BH4-], CCOC(=O)C(C1CC1)N1C(=O)CCC(c2cccc(Cl)c2)C1c1ccc(Cl)cc1, [Li+]. The product is O=C1CCC(c2cccc(Cl)c2)C(c2ccc(Cl)cc2)N1C(CO)C1CC1. Reaction SMILES: [BH4-:1].[Cl:3][c:4]1[cH:5][c:6]([CH:10]2[CH:11]([c:26]3[cH:27][cH:28][c:29]([Cl:32])[cH:30][cH:31]3)[N:12]([CH:17]([C:18](=[O:19])[O:20][CH2:21][CH3:22])[CH:23]3[CH2:24][CH2:25]3)[C:13](=[O:16])[CH2:14][CH2:15]2)[cH:7][cH:8][cH:9]1.[Li+:2]>>[Cl:3][c:4]1[cH:5][c:6]([CH:10]2[CH:11]([c:26]3[cH:27][cH:28][c:29]([Cl:32])[cH:30][cH:31]3)[N:12]([CH:17]([CH2:18][OH:19])[CH:23]3[CH2:24][CH2:25]3)[C:13](=[O:16])[CH2:14][CH2:15]2)[cH:7][cH:8][cH:9]1. Reactants: BrC1=CC(=C(C=C1)N1C(N(CC1)C1=CC=C(C=C1)CCC(=O)OC)=O)C (1-(4-bromo-2-methyl-phenyl)-3-[4-(2-methoxycarbonyl-ethyl)-phenyl]-imidazolidin-2-one), [Cu]C#N (copper(I)cyanide). The solvent is CN(C=O)C (dimethylformamide). Product: C(#N)C1=CC(=C(C=C1)N1C(N(CC1)C1=CC=C(C=C1)CCC(=O)OC)=O)C (1-(4-Cyano-2-methyl-phenyl)-3-[4-(2-methoxycarbonyl-ethyl)-phenyl]-imidazolidin-2-one). Reaction SMILES: Br[C:2]1[CH:7]=[CH:6][C:5]([N:8]2[CH2:12][CH2:11][N:10]([C:13]3[CH:18]=[CH:17][C:16]([CH2:19][CH2:20][C:21]([O:23][CH3:24])=[O:22])=[CH:15][CH:14]=3)[C:9]2=[O:25])=[C:4]([CH3:26])[CH:3]=1.[Cu][C:28]#[N:29]>CN(C)C=O>[C:28]([C:2]1[CH:7]=[CH:6][C:5]([N:8]2[CH2:12][CH2:11][N:10]([C:13]3[CH:18]=[CH:17][C:16]([CH2:19][CH2:20][C:21]([O:23][CH3:24])=[O:22])=[CH:15][CH:14]=3)[C:9]2=[O:25])=[C:4]([CH3:26])[CH:3]=1)#[N:29]. Procedure details: 3.0 g of 1-(4-bromo-2-methyl-phenyl)-3-[4-(2-methoxycarbonyl-ethyl)-phenyl]-imidazolidin-2-one and 1.3 g of copper(I)cyanide were heated in 10 ml of dimethylformamide for 10 hours at a bath temperature of 175° C. The dimethylformamide was evaporated off in vacuo, the residue was digested with chloroform and filtered off. The chloroform solution was washed with water and saturated saline solution and concentrated by evaporation. The residue was purified by column chromatography (silica gel; methy... The reactants are S1C(=CC=C1)C(=O)O (2-thienylcarboxylic acid), S1C=CC=C1 (thiophene), FC(C(=O)O)(F)F (trifluoroacetic acid). RXN SMILES: [S:1]1[CH:5]=[CH:4][CH:3]=[C:2]1[C:6]([OH:8])=O.[S:9]1[CH:13]=[CH:12][CH:11]=[CH:10]1.FC(F)(F)C(O)=O>[N+](C)([O-])=O>[S:9]1[CH:13]=[CH:12][CH:11]=[C:10]1[C:6]([C:2]1[S:1][CH:5]=[CH:4][CH:3]=1)=[O:8]. Run in [N+](=O)([O-])C (nitromethane). Yield: 41.6%. The product is S1C(=CC=C1)C(=O)C=1SC=CC1 (di-(2-thienyl)ketone). Run at time 14 hour. Reported procedure: To a mixture of 12.7 g (0.099 mol) of 2-thienylcarboxylic acid, 8.33 g (0.099 mol) of thiophene, and 34.9 mL of Amberlyst-15 in 250 mL of nitromethane was added 34.9 mL (0.247 mol) of trifluoroacetic acid at room temperature and stirred for 14 h. The reaction mixture was filtered, the filtrate was concentrated in vacuo, and a green oil residue was chromatographed on silica (hexane/methylene chloride 1:1) to afford 8 g (41.6%) of di-(2-thienyl)ketone, as white needles. Reactants: N1CC(CC1)C1=NC2=C(N1)C=CC(=C2)C#N (2-pyrrolidin-3-yl-1H-benzoimidazole-5-carbonitrile), BrC1=NC=CC=C1Cl (2-bromo-3-chloro-pyridine). The solvent is N1=CC=CC=C1 (pyridine). Conditions: temperature 130 celsius. Yields the product ClC=1C(=NC=CC1)N1CC(CC1)C1=NC2=C(N1)C=CC(=C2)C#N (2-[1-(3-CHLORO-PYRIDIN-2-YL)-PYRROLIDIN-3-YL]-1H-BENZOIMIDAZOLE-5-CARBONITRILE). Isolated yield 13.5%. Reaction SMILES: [NH:1]1[CH2:5][CH2:4][CH:3]([C:6]2[NH:10][C:9]3[CH:11]=[CH:12][C:13]([C:15]#[N:16])=[CH:14][C:8]=3[N:7]=2)[CH2:2]1.Br[C:18]1[C:23]([Cl:24])=[CH:22][CH:21]=[CH:20][N:19]=1>N1C=CC=CC=1>[Cl:24][C:23]1[C:18]([N:1]2[CH2:5][CH2:4][CH:3]([C:6]3[NH:10][C:9]4[CH:11]=[CH:12][C:13]([C:15]#[N:16])=[CH:14][C:8]=4[N:7]=3)[CH2:2]2)=[N:19][CH:20]=[CH:21][CH:22]=1. Procedure details: The mixture of 2-pyrrolidin-3-yl-1H-benzoimidazole-5-carbonitrile (120 mg, 0.57 mmol), 2-bromo-3-chloro-pyridine (109 mg, 0.57 mmol) in pyridine was heated at 130° C. by microwave for 45 mins. Then it was concentrated to give the crude product and purified by column chromatography and followed by preparative HPLC to afford pure product (25 mg, 18%).